This data is from the Open Reaction Database (ORD), a public repository of structured organic reaction records. The task is: describe an organic reaction: reactants, conditions, products, and yield The reactants are OCCO, Cc1ccccc1, O=Cc1cc(Cl)ccc1O, O, Cc1ccc(S(=O)(=O)O)cc1. Product: Oc1ccc(Cl)cc1C1OCCO1. Reaction SMILES: [CH2:11]([CH2:12][OH:13])[OH:14].[CH3:27][c:28]1[cH:29][cH:30][cH:31][cH:32][cH:33]1.[Cl:1][c:2]1[cH:3][cH:4][c:5]([OH:10])[c:6]([CH:7]=[O:8])[cH:9]1.[OH2:15].[c:16]1([CH3:17])[cH:18][cH:19][c:20]([S:21]([OH:22])(=[O:23])=[O:24])[cH:25][cH:26]1>>[Cl:1][c:2]1[cH:3][cH:4][c:5]([OH:10])[c:6]([CH:7]2[O:8][CH2:11][CH2:12][O:13]2)[cH:9]1.